Dataset: the Open Reaction Database (ORD), a public repository of structured organic reaction records. Task: describe an organic reaction: reactants, conditions, products, and yield The reactants are CC1(C)CC(N)CC(C)(C)N1, Cc1ccc(NC(=O)c2ccc(Cl)nc2)cc1-c1nc(S(C)(=O)=O)nc2c1ccc(=O)n2-c1c(F)cccc1F. The product is Cc1ccc(NC(=O)c2ccc(Cl)nc2)cc1-c1nc(NC2CC(C)(C)NC(C)(C)C2)nc2c1ccc(=O)n2-c1c(F)cccc1F. Reaction SMILES: [CH3:41][C:42]1([CH3:51])[NH:43][C:44]([CH3:49])([CH3:50])[CH2:45][CH:46]([NH2:48])[CH2:47]1.[Cl:1][c:2]1[cH:3][cH:4][c:5]([C:8](=[O:9])[NH:10][c:11]2[cH:12][c:13](-[c:18]3[c:19]4[c:20]([n:21][c:22]([S:24]([CH3:25])(=[O:26])=[O:27])[n:23]3)[n:28](-[c:33]3[c:34]([F:40])[cH:35][cH:36][cH:37][c:38]3[F:39])[c:29](=[O:32])[cH:30][cH:31]4)[c:14]([CH3:17])[cH:15][cH:16]2)[cH:6][n:7]1>>[Cl:1][c:2]1[cH:3][cH:4][c:5]([C:8](=[O:9])[NH:10][c:11]2[cH:12][c:13](-[c:18]3[c:19]4[c:20]([n:21][c:22]([NH:48][CH:46]5[CH2:45][C:44]([CH3:49])([CH3:50])[NH:43][C:42]([CH3:41])([CH3:51])[CH2:47]5)[n:23]3)[n:28](-[c:33]3[c:34]([F:40])[cH:35][cH:36][cH:37][c:38]3[F:39])[c:29](=[O:32])[cH:30][cH:31]4)[c:14]([CH3:17])[cH:15][cH:16]2)[cH:6][n:7]1. Reactants: [Cl-].[NH4+] (ammonium chloride), BrC1=CC(=C(C(=O)N(C)OC)C=C1)C (4-bromo-N-methoxy-2,N-dimethyl-benzamide), C[Mg]Cl (methylmagnesium chloride). The solvent is O1CCCC1 (tetrahydrofuran), O1CCCC1 (tetrahydrofuran). Reaction conditions: temperature -60 celsius, time 20 minute. Product: BrC1=CC(=C(C=C1)C(C)=O)C (1-(4-bromo-2-methyl-phenyl)-ethanone). Yield: 96.0%. RXN SMILES: [Br:1][C:2]1[CH:13]=[CH:12][C:5]([C:6](N(OC)C)=[O:7])=[C:4]([CH3:14])[CH:3]=1.[CH3:15][Mg]Cl.[Cl-].[NH4+]>O1CCCC1>[Br:1][C:2]1[CH:13]=[CH:12][C:5]([C:6](=[O:7])[CH3:15])=[C:4]([CH3:14])[CH:3]=1 |f:2.3|. Procedure details: To a solution of 4-bromo-N-methoxy-2,N-dimethyl-benzamide (886 mg, 3.43 mmol) in anhydrous tetrahydrofuran (20 mL) at −60° C. under an atmosphere of nitrogen was added 3.0 M methylmagnesium chloride in tetrahydrofuran (1.26 mL, 3.78 mmol) via syringe. The reaction was stirred for 20 minutes at −60° C., then at room temperature for 30 minutes. Saturated aqueous ammonium chloride solution was added, the mixture was poured into a separatory funnel and extracted with diethyl ether (3×50 mL). The com... The reactants are COC(=O)C1(CCOCC1)C#CCl (4-Chloroethynyl-tetrahydro-pyran-4-carboxylic acid methyl ester), C(C)(=O)O (Acetic acid). Reagents/catalysts: [Cu] (copper), [Cu] (copper). Solvent: O1CCCC1 (tetrahydrofuran). Reaction conditions: temperature 60 celsius. Yields the product COC(=O)C1(CCOCC1)C#C (4-Ethynyl-tetrahydro-pyran-4-carboxylic acid methyl ester). Reaction SMILES: [CH3:1][O:2][C:3]([C:5]1([C:11]#[C:12]Cl)[CH2:10][CH2:9][O:8][CH2:7][CH2:6]1)=[O:4].C(O)(=O)C>O1CCCC1.[Cu]>[CH3:1][O:2][C:3]([C:5]1([C:11]#[CH:12])[CH2:6][CH2:7][O:8][CH2:9][CH2:10]1)=[O:4]. Procedure: 4-Chloroethynyl-tetrahydro-pyran-4-carboxylic acid methyl ester (1.01 g, 5 mmol) and copper powder (1.6 g, 25 mmol) were suspended in tetrahydrofuran (100 mL). Acetic acid (15 mL) was added and the reaction mixture was heated to 60° C. for 3 hours. After this time, the reaction mixture was poured onto water (copper powder was filtered off with the use of the filtration paper) and extracted with diethyl ether (3×50 mL). The combined organic extracts were washed with saturated solution of ammonium... Starting materials: NC=1C(N(C=CC1)C)=O (3-amino-1-methyl-2-pyridone), ClC1=CC=C2C(=CC(=NC2=C1)N)N1CCNCC1 (7-chloro-4-(1-piperazinyl)-2-quinolinamine), ClC(=O)OC1=CC=C(C=C1)[N+](=O)[O-] (4-nitrophenyl chloroformate), C(C)(C)N(CC)C(C)C (diisopropyl(ethyl)amine). The product is NC1=NC2=CC(=CC=C2C(=C1)N1CCN(CC1)C(=O)NC=1C(N(C=CC1)C)=O)Cl (4-(2-Amino-7-chloro-4-quinolinyl)-N-(1,2-dihydro-1-methyl-2-oxo-3-pyridinyl)-1-piperazinecarboxamide). As a reaction SMILES: [NH2:1][C:2]1[C:3](=[O:9])[N:4]([CH3:8])[CH:5]=[CH:6][CH:7]=1.Cl[C:11](OC1C=CC([N+]([O-])=O)=CC=1)=[O:12].C(N(C(C)C)CC)(C)C.[Cl:32][C:33]1[CH:42]=[C:41]2[C:36]([C:37]([N:44]3[CH2:49][CH2:48][NH:47][CH2:46][CH2:45]3)=[CH:38][C:39]([NH2:43])=[N:40]2)=[CH:35][CH:34]=1>>[NH2:43][C:39]1[CH:38]=[C:37]([N:44]2[CH2:49][CH2:48][N:47]([C:11]([NH:1][C:2]3[C:3](=[O:9])[N:4]([CH3:8])[CH:5]=[CH:6][CH:7]=3)=[O:12])[CH2:46][CH2:45]2)[C:36]2[C:41](=[CH:42][C:33]([Cl:32])=[CH:34][CH:35]=2)[N:40]=1. Procedure: As described for example 78, 3-amino-1-methyl-2-pyridone, 4-nitrophenyl chloroformate, diisopropyl(ethyl)amine, and 7-chloro-4-(1-piperazinyl)-2-quinolinamine are reacted to afford the product. LC-MS: 413 (M++1). 1H NMR (CDCl3) δ 8.15 (dd, 1H), 8.02 (s, 1H), 7.74 (d, 1H), 7.65 (s, 1H), 7.20 (dd, 1H), 6.95 (dd, 1H), 6.25 (m, 1H), 6.16 (s, 1H), 5.00 (s, 2H), 3.80 (m, 4H), 3.62 (s, 3H), 3.20 (m, 4H). Starting materials: C(CCCC)OC1=C2CN(C(C2=CC=C1OCCCCC)=O)CCC1=CC=C(C=C1)[N+](=O)[O-] (4,5-dipentyloxy-2-[2-(4-nitrophenyl)ethyl]-2,3-dihydroisoindol-1-one), [H][H] (hydrogen). The reagents and catalysts are [C].[Pd] (palladium-carbon). Run in C(C)O (ethanol). Yields the product NC1=CC=C(C=C1)CCN1C(C2=CC=C(C(=C2C1)OCCCCC)OCCCCC)=O (2-[2-(4-aminophenyl)ethyl]-4,5-bispentyloxy-2,3-dihydroisoindol-1-one). Isolated yield 93.5%. As a reaction SMILES: [CH2:1]([O:6][C:7]1[C:15]([O:16][CH2:17][CH2:18][CH2:19][CH2:20][CH3:21])=[CH:14][CH:13]=[C:12]2[C:8]=1[CH2:9][N:10]([CH2:23][CH2:24][C:25]1[CH:30]=[CH:29][C:28]([N+:31]([O-])=O)=[CH:27][CH:26]=1)[C:11]2=[O:22])[CH2:2][CH2:3][CH2:4][CH3:5].[H][H]>C(O)C.[C].[Pd]>[NH2:31][C:28]1[CH:29]=[CH:30][C:25]([CH2:24][CH2:23][N:10]2[CH2:9][C:8]3[C:12](=[CH:13][CH:14]=[C:15]([O:16][CH2:17][CH2:18][CH2:19][CH2:20][CH3:21])[C:7]=3[O:6][CH2:1][CH2:2][CH2:3][CH2:4][CH3:5])[C:11]2=[O:22])=[CH:26][CH:27]=1 |f:3.4|. Reported procedure: 4,5-Dipentyloxy-2-[2-(4-nitrophenyl)ethyl]-2,3-dihydroisoindol-1-one (19.69 g, 43.3 mmol, 1.0 eq) obtained in Example 7-30 was dissolved in ethanol (200 ml), and 5% palladium-carbon catalyst (3.8 g, water content 50%) was added. The reaction mixture was stirred in a stream of hydrogen at room temperature for 2.5 hours under the pressure of 3 kgf/cm2, and filtered through celite. The filtrate was concentrated under reduced pressure, and the obtained residue was purified by column chromatography o... The product is ClC1=CC=C(C=N1)NC1=NC(=NC(=N1)N1C(=NC2=C1C=CC=C2OC)C(F)F)N2CCOCC2 (N-(6-chloro-3-pyridinyl)-4-[2-(difluoromethyl)-4-methoxy-1H-benzimidazol-1-yl]-6-(4-morpholinyl)-1,3,5-triazin-2-amine). RXN SMILES: [NH2:1][C:2]1[CH:3]=[CH:4][C:5]([Cl:8])=[N:6][CH:7]=1.C([Li])CCC.Cl[C:15]1[N:20]=[C:19]([N:21]2[CH2:26][CH2:25][O:24][CH2:23][CH2:22]2)[N:18]=[C:17]([N:27]2[C:31]3[CH:32]=[CH:33][CH:34]=[C:35]([O:36][CH3:37])[C:30]=3[N:29]=[C:28]2[CH:38]([F:40])[F:39])[N:16]=1>C1COCC1.C(O)(=O)C.O>[Cl:8][C:5]1[N:6]=[CH:7][C:2]([NH:1][C:15]2[N:16]=[C:17]([N:27]3[C:31]4[CH:32]=[CH:33][CH:34]=[C:35]([O:36][CH3:37])[C:30]=4[N:29]=[C:28]3[CH:38]([F:40])[F:39])[N:18]=[C:19]([N:21]3[CH2:22][CH2:23][O:24][CH2:25][CH2:26]3)[N:20]=2)=[CH:3][CH:4]=1. Reactants: NC=1C=CC(=NC1)Cl (5-amino-2-chloropyridine), C(CCC)[Li] (n-butyllithium), ClC1=NC(=NC(=N1)N1CCOCC1)N1C(=NC2=C1C=CC=C2OC)C(F)F (1-[4-chloro-6-(4-morpholinyl)-1,3,5-triazin-2-yl]-2-(difluoromethyl)-4-methoxy-1H-benzimidazole). Run in C1CCOC1 (THF), C1CCOC1 (THF), C(C)(=O)O (acetic acid), O (water). Isolated yield 5.0%. Procedure: To 0.246 g (1.92 mmol) of 5-amino-2-chloropyridine in THF (4 mL) was added 0.85 mL of n-butyllithium (2.5 M solution in hexanes), and the mixture was stirred for 10 min. A solution of 0.260 g (0.66 mmol) of 1-[4-chloro-6-(4-morpholinyl)-1,3,5-triazin-2-yl]-2-(difluoromethyl)-4-methoxy-1H-benzimidazole (Example 2) in THF (5 mL) was added. The resulting mixture was stirred at room temperature for 1 hr. After neutralization with acetic acid, the mixture was diluted with water and extracted with EtO... Conditions: time 10 minute.